Dataset: the Open Reaction Database (ORD), a public repository of structured organic reaction records. Task: describe an organic reaction: reactants, conditions, products, and yield The product is CN(C(C1=CC=C(C=C1)I)=O)C (N, N-dimethyl-p-iodobenzamide). RXN SMILES: [CH3:1][NH:2][CH3:3].[I:4][C:5]1[CH:13]=[CH:12][C:8]([C:9](Cl)=[O:10])=[CH:7][CH:6]=1>>[CH3:1][N:2]([CH3:3])[C:9](=[O:10])[C:8]1[CH:12]=[CH:13][C:5]([I:4])=[CH:6][CH:7]=1. Starting materials: aqueous solution, CNC (dimethylamine), IC1=CC=C(C(=O)Cl)C=C1 (p-iodobenzoyl chloride). Procedure details: A total of 20 ml of a 40% aqueous solution of dimethylamine was reacted with a solution of 5.4 g p-iodobenzoyl chloride as described in Example 3 and recrystallized from a benzene/hexane mixture to yield 4.9 g N, N-dimethyl-p-iodobenzamide as white crystals, m.p. 113°-115°, Rf 0.69. Starting materials: CC1C(NCC1C1=CC=C(C=C1)[N+](=O)[O-])=O (3-methyl-4-p-nitrophenyl-2-pyrrolidinone). Reagents/catalysts: [Ni] (Raney nickel). Solvent: C(C)O (ethanol), [H][H] (hydrogen). The product is NC1=CC=C(C=C1)C1C(C(NC1)=O)C (4-p-aminophenyl-3-methyl-2-pyrrolidinone). Reaction SMILES: [CH3:1][CH:2]1[CH:6]([C:7]2[CH:12]=[CH:11][C:10]([N+:13]([O-])=O)=[CH:9][CH:8]=2)[CH2:5][NH:4][C:3]1=[O:16]>C(O)C.[H][H].[Ni]>[NH2:13][C:10]1[CH:9]=[CH:8][C:7]([CH:6]2[CH2:5][NH:4][C:3](=[O:16])[CH:2]2[CH3:1])=[CH:12][CH:11]=1. Reported procedure: 45 g. of the 3-methyl-4-p-nitrophenyl-2-pyrrolidinone prepared in Example 5 are dissolved in 3 liters of absolute ethanol and hydrogenated at 100°C. with hydrogen at a pressure of 90 kg./cm.2, in the presence of 5 g. of Raney nickel as catalyst. When the hydrogen absorption has finished, the catalyst is filtered off and the filtrate is evaporated to dryness. The residue is recrystallized twice from ethanol. 30 g. of 4-p-aminophenyl-3-methyl-2-pyrrolidinone are obtained. M.P. : 190°-194°C. Starting materials: C1CSCCN1, CN(C)C=O, NS(=O)(=O)c1cccnc1Cl. Yields the product NS(=O)(=O)c1cccnc1N1CCSCC1. RXN SMILES: [CH2:12]1[CH2:13][S:14][CH2:15][CH2:16][NH:17]1.[CH3:18][N:19]([CH3:20])[CH:21]=[O:22].[Cl:1][c:2]1[n:3][cH:4][cH:5][cH:6][c:7]1[S:8](=[O:9])(=[O:10])[NH2:11]>>[c:2]1([N:17]2[CH2:12][CH2:13][S:14][CH2:15][CH2:16]2)[n:3][cH:4][cH:5][cH:6][c:7]1[S:8](=[O:9])(=[O:10])[NH2:11]. The reactants are [BH4-], CO, O=Cc1ccc(-c2ccc(-c3cc(CO)cs3)s2)s1, [Na+]. The product is OCc1csc(-c2ccc(-c3ccc(CO)s3)s2)c1. Reaction SMILES: [BH4-:20].[CH3:22][OH:23].[CH:1](=[O:2])[c:3]1[cH:4][cH:5][c:6](-[c:8]2[s:9][c:10](-[c:13]3[s:14][cH:15][c:16]([CH2:18][OH:19])[cH:17]3)[cH:11][cH:12]2)[s:7]1.[Na+:21]>>[CH2:1]([OH:2])[c:3]1[cH:4][cH:5][c:6](-[c:8]2[s:9][c:10](-[c:13]3[s:14][cH:15][c:16]([CH2:18][OH:19])[cH:17]3)[cH:11][cH:12]2)[s:7]1. Reactants: C[N+](C)(C)CC(CC(=O)[O-])NC(=O)c1ccc(Br)o1, C#Cc1cccc(OCCCCCC)c1. Yields the product CCCCCCOc1cccc(C#Cc2ccc(C(=O)NC(CC(=O)[O-])C[N+](C)(C)C)o2)c1. Reaction SMILES: [Br:1][c:2]1[cH:3][cH:4][c:5]([C:7](=[O:8])[NH:9][CH:10]([CH2:11][C:12](=[O:13])[O-:14])[CH2:15][N+:16]([CH3:17])([CH3:18])[CH3:19])[o:6]1.[C:20](#[CH:21])[c:22]1[cH:23][c:24]([O:28][CH2:29][CH2:30][CH2:31][CH2:32][CH2:33][CH3:34])[cH:25][cH:26][cH:27]1>>[c:2]1([C:21]#[C:20][c:22]2[cH:23][c:24]([O:28][CH2:29][CH2:30][CH2:31][CH2:32][CH2:33][CH3:34])[cH:25][cH:26][cH:27]2)[cH:3][cH:4][c:5]([C:7](=[O:8])[NH:9][CH:10]([CH2:11][C:12](=[O:13])[O-:14])[CH2:15][N+:16]([CH3:17])([CH3:18])[CH3:19])[o:6]1. Reactants: O=C([O-])[O-], C1COCCO1, COC(=O)c1cc(B2OC(C)(C)C(C)(C)O2)cn1C(=O)OC(C)(C)C, Nc1ccc(Oc2ccnc(Cl)c2)cc1, [Na+], [Na+], O, Cl[Pd]Cl, c1ccc(P(c2ccccc2)c2ccccc2)cc1, c1ccc(P(c2ccccc2)c2ccccc2)cc1. The product is COC(=O)c1cc(-c2cc(Oc3ccc(N)cc3)ccn2)cn1C(=O)OC(C)(C)C. As a reaction SMILES: [C:41](=[O:42])([O-:43])[O-:44].[CH2:47]1[O:48][CH2:49][CH2:50][O:51][CH2:52]1.[CH3:16][C:17]1([CH3:18])[C:19]([CH3:20])([CH3:21])[O:22][B:23]([c:24]2[cH:25][c:26]([C:36](=[O:37])[O:38][CH3:39])[n:27]([C:29](=[O:30])[O:31][C:32]([CH3:33])([CH3:34])[CH3:35])[cH:28]2)[O:40]1.[Cl:1][c:2]1[n:3][cH:4][cH:5][c:6]([O:8][c:9]2[cH:10][cH:11][c:12]([NH2:13])[cH:14][cH:15]2)[cH:7]1.[Na+:45].[Na+:46].[OH2:94].[Pd:53]([Cl:54])[Cl:55].[c:56]1([P:57]([c:58]2[cH:59][cH:60][cH:61][cH:62][cH:63]2)[c:64]2[cH:65][cH:66][cH:67][cH:68][cH:69]2)[cH:70][cH:71][cH:72][cH:73][cH:74]1.[c:75]1([P:76]([c:77]2[cH:78][cH:79][cH:80][cH:81][cH:82]2)[c:83]2[cH:84][cH:85][cH:86][cH:87][cH:88]2)[cH:89][cH:90][cH:91][cH:92][cH:93]1>>[c:2]1(-[c:24]2[cH:25][c:26]([C:36](=[O:37])[O:38][CH3:39])[n:27]([C:29](=[O:30])[O:31][C:32]([CH3:33])([CH3:34])[CH3:35])[cH:28]2)[n:3][cH:4][cH:5][c:6]([O:8][c:9]2[cH:10][cH:11][c:12]([NH2:13])[cH:14][cH:15]2)[cH:7]1.